Dataset: the Open Reaction Database (ORD), a public repository of structured organic reaction records. Task: describe an organic reaction: reactants, conditions, products, and yield Isolated yield 52.1%. Reactants: C[Si](C)(C)C#C (trimethylsilylacetylene), C(CCC)[Sn](CCCC)(CCCC)Cl (tributyltin chloride). Yields the product C[Si](C#C[Sn](CCCC)(CCCC)CCCC)(C)C (trimethyl[(tributylstannyl)ethynyl]-silane). As a reaction SMILES: [CH3:1][Si:2]([C:5]#[CH:6])([CH3:4])[CH3:3].[CH2:7]([Sn:11](Cl)([CH2:16][CH2:17][CH2:18][CH3:19])[CH2:12][CH2:13][CH2:14][CH3:15])[CH2:8][CH2:9][CH3:10]>O1CCCC1>[CH3:1][Si:2]([CH3:4])([CH3:3])[C:5]#[C:6][Sn:11]([CH2:12][CH2:13][CH2:14][CH3:15])([CH2:16][CH2:17][CH2:18][CH3:19])[CH2:7][CH2:8][CH2:9][CH3:10]. Reported procedure: Under argon stream, 3.53 ml (25 mmol) of trimethylsilylacetylene was dissolved in 25 ml of tetrahydrofuran and cooled to -78° C. Into the solution was added dropwise 14.9 ml (24 mmol) of butyllithiumhexane solution, and the reaction was carried out with stirring for 30 minutes. Then, 6.5 ml (24 mmol) of tributyltin chloride was added dropwise, and the reaction was carried out with stirring for 22 hours, while elevating gradually the temperature of the reaction mixture to room temperature. After ... The solvent is O1CCCC1 (tetrahydrofuran). Reaction conditions: temperature -78 celsius, time 30 minute. The reactants are C(C)(=O)NC1=CC=C(COC(C)=O)C=C1 (Acetic acid 4-acetylamino-benzyl ester), [Li+].[OH-] (LiOH). The solvent is C1CCOC1 (THF). Conditions: time 27 hour. Product: OCC1=CC=C(C=C1)NC(C)=O (N-(4-Hydroxymethyl-phenyl)-acetamide). Reaction SMILES: [C:1]([NH:4][C:5]1[CH:15]=[CH:14][C:8]([CH2:9][O:10]C(=O)C)=[CH:7][CH:6]=1)(=[O:3])[CH3:2].[Li+].[OH-]>C1COCC1>[OH:10][CH2:9][C:8]1[CH:7]=[CH:6][C:5]([NH:4][C:1](=[O:3])[CH3:2])=[CH:15][CH:14]=1 |f:1.2|. Procedure: The product from Example 197a (4.00 g, 19.3 mmol) in THF (40 mL) was added aqueous LiOH solution (0.91 g, 21.2 mmol dropwise at room temperature over 10 minutes. The mixture was allowed to stir at room temperature for 27 hours and then evaporated. The aqueous residue was diluted with H2O, adjusted to pH 4 with 10% HCl, and then extracted with EtOAc. The extract was washed with brine, dried over MgSO4, filtered and concentrated under vacuum giving the title compound which was purified by washing ... The reactants are CCCCP(CCCC)CCCC, C1CCOC1, CC#N, O=P(c1ccc(Cl)cc1)(c1ccc(Cl)cc1)c1ccc(Cl)cc1. Yields the product Clc1ccc(P(c2ccc(Cl)cc2)c2ccc(Cl)cc2)cc1. As a reaction SMILES: [CH2:24]([P:25]([CH2:26][CH2:27][CH2:28][CH3:29])[CH2:30][CH2:31][CH2:32][CH3:33])[CH2:34][CH2:35][CH3:36].[CH2:40]1[O:41][CH2:42][CH2:43][CH2:44]1.[CH3:37][C:38]#[N:39].[Cl:1][c:2]1[cH:3][cH:4][c:5]([P:8]([c:9]2[cH:10][cH:11][c:12]([Cl:15])[cH:13][cH:14]2)([c:16]2[cH:17][cH:18][c:19]([Cl:22])[cH:20][cH:21]2)=[O:23])[cH:6][cH:7]1>>[Cl:1][c:2]1[cH:3][cH:4][c:5]([P:8]([c:9]2[cH:10][cH:11][c:12]([Cl:15])[cH:13][cH:14]2)[c:16]2[cH:17][cH:18][c:19]([Cl:22])[cH:20][cH:21]2)[cH:6][cH:7]1. Reactants: NC=1C(=CC=CC1C)C (2,6-xylidine), ClCC(=O)Cl (chloroacetyl chloride), C([O-])([O-])=O.[Na+].[Na+] (sodium carbonate). The solvent is C1(=CC=CC=C1)C (toluene), O (water). Reaction conditions: time 1.5 hour. Product: ClCC(=O)NC1=C(C=CC=C1C)C (2-Chloro-N-(2,6-dimethylphenyl)acetamide). Isolated yield 95.0%. Reaction SMILES: [NH2:1][C:2]1[C:3]([CH3:9])=[CH:4][CH:5]=[CH:6][C:7]=1[CH3:8].C(=O)([O-])[O-].[Na+].[Na+].[Cl:16][CH2:17][C:18](Cl)=[O:19]>C1(C)C=CC=CC=1.O>[Cl:16][CH2:17][C:18]([NH:1][C:2]1[C:7]([CH3:8])=[CH:6][CH:5]=[CH:4][C:3]=1[CH3:9])=[O:19] |f:1.2.3|. Reported procedure: In 3 l of toluene was dissolved 182 g of 2,6-xylidine, and in 1.5 l of water was dissolved 159 g of sodium carbonate. The two solutions were combined, and 203 g of chloroacetyl chloride was added thereto dropwise over 1.5 hours at an inner temperature of from 20° to 35° C., followed by stirring at that temperature for 1.5 hours. The reaction mixture was cooled with ice, and the precipitated crystals were collected by filtration and dried under reduced pressure to obtain 282 g (95%) of the titled... Starting materials: CN(O)C (N,N-dimethylhydroxylamine), [H-].[Na+] (sodium hydride), BrC=1C=CC2=C(C(=NCC=3N2C(=NN3)CCl)C3=NC=CC=C3)C1 (8-bromo-1-(chloromethyl)-6-(2-pyridyl)-4H-s-triazolo[4,3-a][1,4]benzodiazepine). Run in CN(C=O)C (dimethylformamide). The product is BrC=1C=CC2=C(C(=NCC=3N2C(=NN3)CN(C)C)C3=NC=CC=C3)C1 (8-bromo-1-[(dimethylamino)methyl]-6-(2-pyridyl)-4H-s-triazolo[4,3-a][1,4]benzodiazepine), oxide. Reaction SMILES: [CH3:1][N:2]([CH3:4])O.[H-].[Na+].[Br:7][C:8]1[CH:9]=[CH:10][C:11]2[N:17]3[C:18]([CH2:21]Cl)=[N:19][N:20]=[C:16]3[CH2:15][N:14]=[C:13]([C:23]3[CH:28]=[CH:27][CH:26]=[CH:25][N:24]=3)[C:12]=2[CH:29]=1>CN(C)C=O>[Br:7][C:8]1[CH:9]=[CH:10][C:11]2[N:17]3[C:18]([CH2:21][N:2]([CH3:4])[CH3:1])=[N:19][N:20]=[C:16]3[CH2:15][N:14]=[C:13]([C:23]3[CH:28]=[CH:27][CH:26]=[CH:25][N:24]=3)[C:12]=2[CH:29]=1 |f:1.2|. Procedure details: In the manner given in Example 16, a solution of N,N-dimethylhydroxylamine in dimethylformamide is treated with sodium hydride suspended in mineral oil, and the mixture is treated with 8-bromo-1-(chloromethyl)-6-(2-pyridyl)-4H-s-triazolo[4,3-a][1,4]benzodiazepine to give 8-bromo-1-[(dimethylamino)methyl]-6-(2-pyridyl)-4H-s-triazolo[4,3-a][1,4]benzodiazepine, N1 -oxide.